From a dataset of the Open Reaction Database (ORD), a public repository of structured organic reaction records. describe an organic reaction: reactants, conditions, products, and yield Starting materials: P(=O)([O-])([O-])[O-].[K+].[K+].[K+] (potassium phosphate), CN1CC2=C(NC=3C=CC(=CC23)C)CC1 (2,8-Dimethyl-2,3,4,5-tetrahydro-1H-pyrido[4,3-b]indole), BrC=C(C)C1=CC(=CC=C1)F (1-(1-Bromoprop-1-en-2-yl)-3-fluorobenzene). Reagents/catalysts: [Cu]I (Copper (I) iodide). Solvent: CN(C)C=O (DMF). Conditions: time 10 minute. Product: FC=1C=C(C=CC1)/C(=C/N1C2=C(C=3C=C(C=CC13)C)CN(CC2)C)/C ((E)-5-(2-(3-fluorophenyl)prop-1-enyl)-2,8-dimethyl-2,3,4,5-tetrahydro-1H-pyrido[4,3-b]indole). As a reaction SMILES: [CH3:1][N:2]1[CH2:15][CH2:14][C:5]2[NH:6][C:7]3[CH:8]=[CH:9][C:10]([CH3:13])=[CH:11][C:12]=3[C:4]=2[CH2:3]1.P([O-])([O-])([O-])=O.[K+].[K+].[K+].Br[CH:25]=[C:26]([C:28]1[CH:33]=[CH:32][CH:31]=[C:30]([F:34])[CH:29]=1)[CH3:27]>CN(C=O)C.[Cu]I>[F:34][C:30]1[CH:29]=[C:28](/[C:26](/[CH3:27])=[CH:25]/[N:6]2[C:7]3[CH:8]=[CH:9][C:10]([CH3:13])=[CH:11][C:12]=3[C:4]3[CH2:3][N:2]([CH3:1])[CH2:15][CH2:14][C:5]2=3)[CH:33]=[CH:32][CH:31]=1 |f:1.2.3.4|. Reported procedure: 2,8-Dimethyl-2,3,4,5-tetrahydro-1H-pyrido[4,3-b]indole (200 mg, 1 mmol) was dissolved in DMF. Copper (I) iodide (19 mg, 0.1 mmol) L-proline (23 mg, 0.2 mmol) and potassium phosphate (424 mg, 2 mmol) were added and the reaction mixture was stirred for 10 min. at RT. 1-(1-Bromoprop-1-en-2-yl)-3-fluorobenzene (258 mg, 1.2 mmol) was added dropwise and the reaction mixture was purged with nitrogen. The reaction mixture was heated overnight at 85° C. (prolonged heating in some cases was required). DMF...